From a dataset of the Open Reaction Database (ORD), a public repository of structured organic reaction records. describe an organic reaction: reactants, conditions, products, and yield The product is ClC1=C(C=CC=C1Cl)C(C(=O)O)(C)C (2-(2,3-Dichlorophenyl)-2-methylpropanoic acid). Solvent: CCO.O (EtOH water), C(C)OCC (diethyl ether). Reaction conditions: temperature 95 celsius. Reported procedure: A mixture of methyl 2-(2,3-dichlorophenyl)-2-methylpropanoate (5.50 g, 22.3 mmol) and KOH (6.24 g, 111 mmol) in EtOH/water (5:1, 150 mL) in a 500 mL round bottom flask, was heated at 95° C. for 18 hours. The solution was diluted with diethyl ether (200 mL), and washed with 1N NaOH(aq) (3×75 mL). The aqueous solution was made acidic (pH=2) with concentrated HCl. The mixture was then extracted with EtOAc (3×100 mL), and the combined organic layers were washed with deionized water (100 mL) and with... The reactants are ClC1=C(C=CC=C1Cl)C(C(=O)OC)(C)C (methyl 2-(2,3-dichlorophenyl)-2-methylpropanoate), [OH-].[K+] (KOH). The yield is 79.5%. Reaction SMILES: [Cl:1][C:2]1[C:7]([Cl:8])=[CH:6][CH:5]=[CH:4][C:3]=1[C:9]([CH3:15])([CH3:14])[C:10]([O:12]C)=[O:11].[OH-].[K+]>CCO.O.C(OCC)C>[Cl:1][C:2]1[C:7]([Cl:8])=[CH:6][CH:5]=[CH:4][C:3]=1[C:9]([CH3:15])([CH3:14])[C:10]([OH:12])=[O:11] |f:1.2,3.4|.